Dataset: the Open Reaction Database (ORD), a public repository of structured organic reaction records. Task: describe an organic reaction: reactants, conditions, products, and yield Starting materials: C1(=CC=CC2=CC=CC=C12)O (1-naphthol), C=O (formalin), N1CCCCC1 (piperidine), N1CCOCC1 (morpholine). The product is N1(CCCCC1)CC1=C(C2=CC=CC=C2C=C1)O (2-(piperidinomethyl)-1-naphthol), O1CCN(CC1)CC1=C(C2=CC=CC=C2C=C1)O (2-(morpholinomethyl)-1-naphthol). Reaction SMILES: [C:1]1([OH:11])[C:10]2[C:5](=[CH:6][CH:7]=[CH:8][CH:9]=2)[CH:4]=[CH:3][CH:2]=1.C=O.[NH:14]1[CH2:19][CH2:18][CH2:17][CH2:16][CH2:15]1.[NH:20]1[CH2:25][CH2:24][O:23][CH2:22][CH2:21]1>>[N:14]1([CH2:21][C:2]2[CH:3]=[CH:4][C:5]3[C:10](=[CH:9][CH:8]=[CH:7][CH:6]=3)[C:1]=2[OH:11])[CH2:19][CH2:18][CH2:17][CH2:16][CH2:15]1.[O:23]1[CH2:24][CH2:25][N:20]([CH2:15][C:2]2[CH:3]=[CH:4][C:5]3[C:10](=[CH:9][CH:8]=[CH:7][CH:6]=3)[C:1]=2[OH:11])[CH2:21][CH2:22]1. Reported procedure: Anon. (USA) (Res. Discl., 236, 380 (Ger), 1983) discloses a Mannich reaction of 1-naphthol with formalin and piperidine or morpholine to yield 2-(piperidinomethyl)-1-naphthol or 2-(morpholinomethyl)-1-naphthol, respectively. These compounds were subjected to hydrogenolysis (Pd/C) whereby 2-methyl-1-naphthol was produced Starting materials: CC=1C=C(C(=O)O)C=C(C1)B1OC(C(O1)(C)C)(C)C (3-Methyl-5-(4,4,5,5-tetramethyl-[1,3,2]dioxaborolan-2-yl)-benzoic acid), S(=O)(Cl)Cl (thionyl chloride). The reagents and catalysts are CN(C)C=O (DMF). The solvent is C(Cl)(Cl)Cl (chloroform). Reaction conditions: temperature 35 celsius, time 3 hour. Yields the product CC=1C=C(C(=O)Cl)C=C(C1)B1OC(C(O1)(C)C)(C)C (3-methyl-5-(4,4,5,5,-tetramethyl-1,3,2-dioxaborolan-2-yl)benzoyl chloride). As a reaction SMILES: [CH3:1][C:2]1[CH:3]=[C:4]([CH:8]=[C:9]([B:11]2[O:15][C:14]([CH3:17])([CH3:16])[C:13]([CH3:19])([CH3:18])[O:12]2)[CH:10]=1)[C:5](O)=[O:6].S(Cl)([Cl:22])=O>CN(C=O)C.C(Cl)(Cl)Cl>[CH3:1][C:2]1[CH:3]=[C:4]([CH:8]=[C:9]([B:11]2[O:15][C:14]([CH3:17])([CH3:16])[C:13]([CH3:19])([CH3:18])[O:12]2)[CH:10]=1)[C:5]([Cl:22])=[O:6]. Procedure: 3-Methyl-5-(4,4,5,5-tetramethyl-[1,3,2]dioxaborolan-2-yl)-benzoic acid (700 mg, 2.67 mmol) was placed into 100 ml round bottom flask equipped with a stir bar. 3.0 ml of anhydrous chloroform was added to the flask followed by 2.0 ml of thionyl chloride and 1 drop of anhydrous DMF. The reaction mixture was stirred at 35° C. for 3 hours and then at room temperature overnight. LCMS of the sample after quenching a small amount with MeOH showed that no acid left. The solvent and excess thionyl chlorid... Starting materials: COC1=NC=CC=C1CN1CCC(CC1)CC(C1=C(C=CC=C1)NC(C(F)(F)F)=O)=O (1-[(2-Methoxy-3-pyridyl)methyl]-4-[2-oxo-2-(2-trifluoroacetylaminophenyl)ethyl]piperidine), C([O-])([O-])=O.[K+].[K+] (potassium carbonate), CO (methanol). Run in O (water). Run at time 1 hour. Yields the product COC1=NC=CC=C1CN1CCC(CC1)CC(=O)C1=C(C=CC=C1)N (1-[(2-Methoxy-3-pyridyl)methyl]-4-[2-(2-aminophenyl)-2-oxoethyl]piperidine). Reaction SMILES: [CH3:1][O:2][C:3]1[C:8]([CH2:9][N:10]2[CH2:15][CH2:14][CH:13]([CH2:16][C:17](=[O:31])[C:18]3[CH:23]=[CH:22][CH:21]=[CH:20][C:19]=3[NH:24]C(=O)C(F)(F)F)[CH2:12][CH2:11]2)=[CH:7][CH:6]=[CH:5][N:4]=1.C(=O)([O-])[O-].[K+].[K+].CO>O>[CH3:1][O:2][C:3]1[C:8]([CH2:9][N:10]2[CH2:15][CH2:14][CH:13]([CH2:16][C:17]([C:18]3[CH:23]=[CH:22][CH:21]=[CH:20][C:19]=3[NH2:24])=[O:31])[CH2:12][CH2:11]2)=[CH:7][CH:6]=[CH:5][N:4]=1 |f:1.2.3|. Reported procedure: 150 mg of 1-[(2-methoxy-3-pyridyl)methyl]-4-[2-oxo-2-(2-trifluoroacetylaminophenyl)ethyl]piperidine obtained in Example 63 and 141 mg of potassium carbonate were suspended in a mixed solvent of 3 ml of methanol and 3 ml of water, and the mixture was stirred at room temperature for one hour. The reaction solution was extracted with ethyl acetate, and the organic layer was washed with brine, and then dried over anhydrous magnesium sulfate. The solvent was evaporated, to give the title compound as ... Starting materials: [Li]C(C)(C)C, C1CCOC1, CC(C)(C)C(=O)Nc1cccc(F)n1, CN(C)C=O. Product: CC(C)(C)C(=O)Nc1nc(F)ccc1C=O. As a reaction SMILES: [C:15]([Li:16])([CH3:17])([CH3:18])[CH3:19].[CH2:25]1[O:26][CH2:27][CH2:28][CH2:29]1.[F:1][c:2]1[cH:3][cH:4][cH:5][c:6]([NH:8][C:9]([C:10]([CH3:11])([CH3:12])[CH3:13])=[O:14])[n:7]1.[O:20]=[CH:21][N:22]([CH3:23])[CH3:24]>>[F:1][c:2]1[cH:3][cH:4][c:5]([CH:21]=[O:20])[c:6]([NH:8][C:9]([C:10]([CH3:11])([CH3:12])[CH3:13])=[O:14])[n:7]1. Reactants: C(C)N1N=C(C(=C1C(=O)Cl)[N+](=O)[O-])C (1-ethyl-3-methyl-4-nitro-pyrazole-5-carbonyl chloride), [OH-].[NH4+] (ammonium hydroxide). The solvent is CC(=O)C (acetone). Run at time 1 hour. The product is C(C)N1N=C(C(=C1C(=O)N)[N+](=O)[O-])C (1-ethyl-3-methyl-4-nitropyrazole-5-carboxamide). Yield: 95.0%. Reaction SMILES: [CH2:1]([N:3]1[C:7]([C:8](Cl)=[O:9])=[C:6]([N+:11]([O-:13])=[O:12])[C:5]([CH3:14])=[N:4]1)[CH3:2].[OH-].[NH4+:16]>CC(C)=O>[CH2:1]([N:3]1[C:7]([C:8]([NH2:16])=[O:9])=[C:6]([N+:11]([O-:13])=[O:12])[C:5]([CH3:14])=[N:4]1)[CH3:2] |f:1.2|. Procedure details: A solution of 108 g (0.05 mol) of 1-ethyl-3-methyl-4-nitro-pyrazole-5-carbonyl chloride [J. Med. Chem. 16 1346 (1973)] in 100 ml of acetone is added at a fast droprate to 450 ml cold concentrated ammonium hydroxide with stirring. After one hour, the mixture is filtered; the product is washed with water to give 94 g (95%) of 1-ethyl-3-methyl-4-nitropyrazole-5-carboxamide, mp 175°-177° C. Reactants: C(C)(=O)OCC (Ethyl acetate), [OH-].[Na+] (sodium hydroxide), FC(COC=1N=CC(=NC1)C(=O)OC)F (methyl 5-(2,2-difluoroethoxy)pyrazine-2-carboxylate), Cl (hydrochloric acid). The solvent is [Cl-].[Na+].O (brine), C(C)O (ethanol). Conditions: time 1 hour. The product is FC(COC=1N=CC(=NC1)C(=O)O)F (5-(2,2-difluoroethoxy)pyrazine-2-carboxylic acid). Reaction SMILES: [OH-].[Na+].[F:3][CH:4]([F:17])[CH2:5][O:6][C:7]1[N:8]=[CH:9][C:10]([C:13]([O:15]C)=[O:14])=[N:11][CH:12]=1.Cl.C(OCC)(=O)C>C(O)C.[Cl-].[Na+].O>[F:17][CH:4]([F:3])[CH2:5][O:6][C:7]1[N:8]=[CH:9][C:10]([C:13]([OH:15])=[O:14])=[N:11][CH:12]=1 |f:0.1,6.7.8|. Reported procedure: A 5 N sodium hydroxide solution (266 μL) was added to a solution of methyl 5-(2,2-difluoroethoxy)pyrazine-2-carboxylate obtained in Preparation Example 51-(1) (145 mg) in ethanol (4 mL), and the mixture was stirred at room temperature for one hour. 5 N hydrochloric acid was added to the reaction solution to prepare an acidic solution. Ethyl acetate and brine were added to the reaction solution, and the organic layer was separated. The organic layer was dried over anhydrous magnesium sulfate. The... Starting materials: [Br-], CC(C)(C)OC(=O)CBr, CCCC[N+](CCCC)(CCCC)CCCC, CC(c1ccccc1)N1CCC(CO)C1, Cc1ccccc1, [Na+], [OH-], O. Product: CC(c1ccccc1)N1CCC(COCC(=O)OC(C)(C)C)C1. Reaction SMILES: [Br-:27].[Br:18][CH2:19][C:20](=[O:21])[O:22][C:23]([CH3:24])([CH3:25])[CH3:26].[CH3:28][CH2:29][CH2:30][CH2:31][N+:32]([CH2:33][CH2:34][CH2:35][CH3:36])([CH2:37][CH2:38][CH2:39][CH3:40])[CH2:41][CH2:42][CH2:43][CH3:44].[CH3:3][CH:4]([c:5]1[cH:6][cH:7][cH:8][cH:9][cH:10]1)[N:11]1[CH2:12][CH:13]([CH2:16][OH:17])[CH2:14][CH2:15]1.[CH3:46][c:47]1[cH:48][cH:49][cH:50][cH:51][cH:52]1.[Na+:2].[OH-:1].[OH2:45]>>[CH3:3][CH:4]([c:5]1[cH:6][cH:7][cH:8][cH:9][cH:10]1)[N:11]1[CH2:12][CH:13]([CH2:16][O:17][CH2:19][C:20](=[O:21])[O:22][C:23]([CH3:24])([CH3:25])[CH3:26])[CH2:14][CH2:15]1. Reactants: BrC=1C=CC=C2C(=NC(=NC12)C(C1=NC=C(C=C1)F)(F)F)SC (8-bromo-2-(difluoro(5-fluoropyridin-2-yl)methyl)-4-(methylthio)quinazoline), C(C)[Sn](CC)(CC)CC (tetraethyltin), [Li+].[Cl-] (LiCl). Reagents/catalysts: CC(C)([P](C(C)(C)C)([Pd][P](C(C)(C)C)(C(C)(C)C)C(C)(C)C)C(C)(C)C)C (bis(tri-tert-butylphosphine)palladium). Run in CN(C)C=O (DMF). Reaction conditions: temperature 135 celsius. Product: FC(C1=NC2=C(C=CC=C2C(=N1)SC)CC)(C1=NC=C(C=C1)F)F (2-(difluoro(5-fluoropyridin-2-yl)methyl)-8-ethyl-4-(methylthio)quinazoline). Yield: 73.7%. Reaction SMILES: Br[C:2]1[CH:3]=[CH:4][CH:5]=[C:6]2[C:11]=1[N:10]=[C:9]([C:12]([F:21])([F:20])[C:13]1[CH:18]=[CH:17][C:16]([F:19])=[CH:15][N:14]=1)[N:8]=[C:7]2[S:22][CH3:23].[CH2:24]([Sn](CC)(CC)CC)[CH3:25].[Li+].[Cl-]>CC(C)([P](C(C)(C)C)([Pd][P](C(C)(C)C)(C(C)(C)C)C(C)(C)C)C(C)(C)C)C.CN(C=O)C>[F:20][C:12]([F:21])([C:13]1[CH:18]=[CH:17][C:16]([F:19])=[CH:15][N:14]=1)[C:9]1[N:8]=[C:7]([S:22][CH3:23])[C:6]2[C:11](=[C:2]([CH2:24][CH3:25])[CH:3]=[CH:4][CH:5]=2)[N:10]=1 |f:2.3,^1:37,43|. Reported procedure: To a mixture of 8-bromo-2-(difluoro(5-fluoropyridin-2-yl)methyl)-4-(methylthio)quinazoline from Example 35 step B (300 mg, 0.75 mmol), bis(tri-tert-butylphosphine)palladium (38 mg, 0.075 mmol), tetraethyltin (0.295 mL, 1.5 mmol), and LiCl (95 mg, 2.25 mmol) was added DMF (15 mL). The reaction vessel was evacuated and flushed with argon (2×). The mixture was then heated in a microwave synthesizer at 135° C. for 30 min. The mixture was partitioned between EtOAc and saturated aq sodium bicarbonate ... Starting materials: C1(=CC=CC=C1)C=1N=C(OC1C1=CC=CC=C1)C=1[C@@H](CCCC1)CC=1C=C(OCC(=O)OCC)C=CC1 (ethyl (S)-{3-{[2-(4,5-diphenyloxazol-2-yl)-2-cyclohexen-1-yl]methyl}phenoxy}acetate), N (NH3). Run at time 24 hour. Product: C1(=CC=CC=C1)C=1N=C(OC1C1=CC=CC=C1)C=1[C@@H](CCCC1)CC=1C=C(OCC(=O)N)C=CC1 ((S)-{3-{[2-(4,5-diphenyloxazol-2-yl)-2-cyclohexen-1-yl]methyl}phenoxy}acetamide). Reaction SMILES: [C:1]1([C:7]2[N:8]=[C:9]([C:18]3[C@H:19]([CH2:24][C:25]4[CH:26]=[C:27]([CH:35]=[CH:36][CH:37]=4)[O:28][CH2:29][C:30]([O:32]CC)=O)[CH2:20][CH2:21][CH2:22][CH:23]=3)[O:10][C:11]=2[C:12]2[CH:17]=[CH:16][CH:15]=[CH:14][CH:13]=2)[CH:6]=[CH:5][CH:4]=[CH:3][CH:2]=1.[NH3:38]>O1CCCC1>[C:1]1([C:7]2[N:8]=[C:9]([C:18]3[C@H:19]([CH2:24][C:25]4[CH:26]=[C:27]([CH:35]=[CH:36][CH:37]=4)[O:28][CH2:29][C:30]([NH2:38])=[O:32])[CH2:20][CH2:21][CH2:22][CH:23]=3)[O:10][C:11]=2[C:12]2[CH:13]=[CH:14][CH:15]=[CH:16][CH:17]=2)[CH:2]=[CH:3][CH:4]=[CH:5][CH:6]=1. Run in O1CCCC1 (tetrahydrofuran). Procedure details: To a solution of ethyl (S)-{3-{[2-(4,5-diphenyloxazol-2-yl)-2-cyclohexen-1-yl]methyl}phenoxy}acetate (0.5 g) in tetrahydrofuran (5 ml) was added NH3 (5 ml, 4N methanol solution). After being stirred for 24 hours, the solvent was removed. The residue was purified by chromatography on silica gel to give (S)-{3-{[2-(4,5-diphenyloxazol-2-yl)-2-cyclohexen-1-yl]methyl}phenoxy}acetamide (220 mg).